describe an organic reaction: reactants, conditions, products, and yield From a dataset of the Open Reaction Database (ORD), a public repository of structured organic reaction records. As a reaction SMILES: [C:1]([O:5][C:6]([N:8]([C:32]([O:34][C:35]([CH3:38])([CH3:37])[CH3:36])=[O:33])[C:9]1[C:10]([C:16]2[N:20]([C:21]([O:23][C:24]([CH3:27])([CH3:26])[CH3:25])=[O:22])[C:19]3[CH:28]=[CH:29][CH:30]=[CH:31][C:18]=3[N:17]=2)=[N:11][C:12](Br)=[CH:13][N:14]=1)=[O:7])([CH3:4])([CH3:3])[CH3:2].[C:39]1([N:45]2[CH2:50][CH:49]=[C:48](B3OC(C)(C)C(C)(C)O3)[CH2:47][CH2:46]2)[CH:44]=[CH:43][CH:42]=[CH:41][CH:40]=1.C(P(C(C)(C)C)C1C=CC(N(C)C)=CC=1)(C)(C)C.C([O-])([O-])=O.[K+].[K+]>C1(C)C=CC=CC=1.O.C(Cl)Cl.Cl[Pd]Cl>[C:1]([O:5][C:6]([N:8]([C:32]([O:34][C:35]([CH3:38])([CH3:37])[CH3:36])=[O:33])[C:9]1[C:10]([C:16]2[N:20]([C:21]([O:23][C:24]([CH3:27])([CH3:26])[CH3:25])=[O:22])[C:19]3[CH:28]=[CH:29][CH:30]=[CH:31][C:18]=3[N:17]=2)=[N:11][C:12]([C:48]2[CH2:49][CH2:50][N:45]([C:39]3[CH:44]=[CH:43][CH:42]=[CH:41][CH:40]=3)[CH2:46][CH:47]=2)=[CH:13][N:14]=1)=[O:7])([CH3:4])([CH3:3])[CH3:2] |f:3.4.5|. The reagents and catalysts are Cl[Pd]Cl (dichloropalladium). Yields the product C(C)(C)(C)OC(=O)N(C=1C(=NC(=CN1)C=1CCN(CC1)C1=CC=CC=C1)C1=NC2=C(N1C(=O)OC(C)(C)C)C=CC=C2)C(=O)OC(C)(C)C (Tert-butyl 2-(3-(bis(tert-butoxycarbonyl)amino)-6-(1-phenyl-1,2,3,6-tetrahydropyridin-4-yl)pyrazin-2-yl)-1H-benzo[d]imidazole-1-carboxylate). Procedure: A mixture of tert-butyl 2-[3-[bis(tert-butoxycarbonyl)amino]-6-bromo-pyrazin-2-yl]benzimidazole-1-carboxylate (100 mg, 0.1694 mmol), 1-phenyl-4-(4,4,5,5-tetramethyl-1,3,2-dioxaborolan-2-yl)-3,6-dihydro-2H-pyridine (58 mg, 0.2034 mmol), 4-ditert-butylphosphanyl-N,N-dimethyl-aniline; dichloropalladium (2 mg, 0.002825 mmol) and K2CO3 (28 mg, 0.2026 mmol) in toluene (1000 μL) and water (120 μL) were heated to 100° C. overnight. The reaction was diluted with DCM, washed with water followed by 1M NaOH... The reactants are C(C)(C)(C)OC(=O)N(C=1C(=NC(=CN1)Br)C1=NC2=C(N1C(=O)OC(C)(C)C)C=CC=C2)C(=O)OC(C)(C)C (tert-butyl 2-[3-[bis(tert-butoxycarbonyl)amino]-6-bromo-pyrazin-2-yl]benzimidazole-1-carboxylate), C1(=CC=CC=C1)N1CCC(=CC1)B1OC(C(O1)(C)C)(C)C (1-phenyl-4-(4,4,5,5-tetramethyl-1,3,2-dioxaborolan-2-yl)-3,6-dihydro-2H-pyridine), C(C)(C)(C)P(C1=CC=C(N(C)C)C=C1)C(C)(C)C (4-ditert-butylphosphanyl-N,N-dimethyl-aniline), C(=O)([O-])[O-].[K+].[K+] (K2CO3). The solvent is C(Cl)Cl (DCM), C1(=CC=CC=C1)C (toluene), O (water). Starting materials: NC1=NC=C(C(=C1N)N[C@H]1[C@H]([C@@H]2C=C[C@H]1C2)C(=O)N)Br ((1S,2S,3R,4R)-3-(2,3-Diamino-5-bromo-pyridin-4-ylamino)-bicyclo[2.2.1]hept-5-ene-2-carboxylic acid amide), C(C)(C)(C)OC(=O)N1CCC2(CC1)OC1=C(CC2)C=C(C=C1)C(=O)O (N-tert-butoxycarbonyl-6-carboxy-3,4-dihydrospiro[2H-1-benzopyran-2,4′-piperidine]). Reaction conditions: temperature 50 celsius. The product is BrC=1C(=C2C(=NC1)NC(=N2)C=2C=C1CCC3(CCNCC3)OC1=CC2)N[C@H]2[C@H]([C@@H]1C=C[C@H]2C1)C(=O)N ((1S,2S,3R,4R)-3-[(6-bromo-2-spiro[chromane-2,4′-piperidine]-6-yl-3H-imidazo[4,5-b]pyridin-7-yl)amino]bicyclo[2.2.1]hept-5-ene-2-carboxamide). The yield is 79.9%. Reaction SMILES: [NH2:1][C:2]1[C:7]([NH2:8])=[C:6]([NH:9][C@@H:10]2[C@@H:15]3[CH2:16][C@@H:12]([CH:13]=[CH:14]3)[C@@H:11]2[C:17]([NH2:19])=[O:18])[C:5]([Br:20])=[CH:4][N:3]=1.C(OC([N:28]1[CH2:33][CH2:32][C:31]2([CH2:38][CH2:37][C:36]3[CH:39]=[C:40]([C:43](O)=O)[CH:41]=[CH:42][C:35]=3[O:34]2)[CH2:30][CH2:29]1)=O)(C)(C)C>>[Br:20][C:5]1[C:6]([NH:9][C@@H:10]2[C@@H:15]3[CH2:16][C@@H:12]([CH:13]=[CH:14]3)[C@@H:11]2[C:17]([NH2:19])=[O:18])=[C:7]2[N:8]=[C:43]([C:40]3[CH:39]=[C:36]4[C:35](=[CH:42][CH:41]=3)[O:34][C:31]3([CH2:30][CH2:29][NH:28][CH2:33][CH2:32]3)[CH2:38][CH2:37]4)[NH:1][C:2]2=[N:3][CH:4]=1. Procedure: In a similar fashion to Compound LXXXVII, (1S,2S,3R,4R)-3-(2,3-Diamino-5-bromo-pyridin-4-ylamino)-bicyclo[2.2.1]hept-5-ene-2-carboxylic acid amide (50 mg, 0.148 mmol) and N-tert-butoxycarbonyl-6-carboxy-3,4-dihydrospiro[2H-1-benzopyran-2,4′-piperidine] (75.4 mg, 0.228 mmol) were reacted. The crude reaction was concentrated, then taken up into 4N HCl/dioxane and heated at 50° C. for 4 hours. The reaction mixture was then concentrated and chromatographed on Gilson HPLC 0-45% CH3CN/H2O. The desired...